From a dataset of the Open Reaction Database (ORD), a public repository of structured organic reaction records. describe an organic reaction: reactants, conditions, products, and yield Reactants: CN(C)C=O, O=[N+]([O-])c1ccccc1F, [H-], [Na+], Oc1ccccc1Cl. Product: O=[N+]([O-])c1ccccc1Oc1ccccc1Cl. Reaction SMILES: [CH3:21][N:22]([CH3:23])[CH:24]=[O:25].[F:11][c:12]1[c:13]([N+:18](=[O:19])[O-:20])[cH:14][cH:15][cH:16][cH:17]1.[H-:1].[Na+:2].[OH:3][c:4]1[cH:5][cH:6][cH:7][cH:8][c:9]1[Cl:10]>>[O:3]([c:4]1[cH:5][cH:6][cH:7][cH:8][c:9]1[Cl:10])[c:12]1[c:13]([N+:18](=[O:19])[O-:20])[cH:14][cH:15][cH:16][cH:17]1. Reactants: C1=CC=CC2=C1N=C1N(CO2)C=CC=C1 (6H-pyrido[1,2-c][1,3,5]benzoxadiazepine), CN1C(C=CC1=O)=O (N-methylmaleimide). Run in C=1(C(=CC=CC1)C)C (xylene). Conditions: time 5 hour. Yields the product CN1C(C2C3C=4N(COC5=C(N4)C=CC=C5)C(C2C1=O)CC3)=O (3a,4,13,13a-Tetrahydro-2-methyl-4,13-ethano-1H,6H-pyrrolo[3',4':4,5]pyrido[1,2-c][1,3,5]-benzoxadiazepine-1,3(2H)-dione). Yield: 78.1%. RXN SMILES: [CH:1]1[C:6]2[N:7]=[C:8]3[CH:15]=[CH:14][CH:13]=[CH:12][N:9]3[CH2:10][O:11][C:5]=2[CH:4]=[CH:3][CH:2]=1.[CH3:16][N:17]1[C:21](=[O:22])[CH:20]=[CH:19][C:18]1=[O:23]>C1(C)C(C)=CC=CC=1>[CH3:16][N:17]1[C:21](=[O:22])[CH:20]2[CH:19]([CH:15]3[CH2:14][CH2:13][CH:12]2[N:9]2[CH2:10][O:11][C:5]4[CH:4]=[CH:3][CH:2]=[CH:1][C:6]=4[N:7]=[C:8]32)[C:18]1=[O:23]. Procedure details: A mixture of 6H-pyrido[1,2-c][1,3,5]benzoxadiazepine (1.98 g) and N-methylmaleimide (1.68 g) in 50 ml of xylene is heated under reflux conditions for 23 hours. The reaction mixture is allowed to cool to room temperature and then allowed to stand in a refrigerator for 5 hours. The crude product is collected, washed with xylene and dried in vacuo for about 16 hours at room temperature and for 6 hours at 110° C to give 2.43 g of the title compound, melting point 252°-253° C. Reactants: BrC1=CC=C2C(C(=CN(C2=C1OC(F)F)C1CC1)C(=O)OCC)=O (ethyl 7-bromo-1-cyclopropyl-8-difluoromethoxy-1,4-dihydro-4-oxoquinoline-3-carboxylate), C(C)O (ethanol), C([O-])([O-])=O.[Na+].[Na+] (sodium carbonate), CC1N(CC2=CC(=CC=C12)B(O)O)C(C1=CC=CC=C1)(C1=CC=CC=C1)C1=CC=CC=C1 ((+)-1-methyl-2-trityliso-indoline-5-boronic acid). The reagents and catalysts are Cl[Pd]([P](C1=CC=CC=C1)(C2=CC=CC=C2)C3=CC=CC=C3)([P](C4=CC=CC=C4)(C5=CC=CC=C5)C6=CC=CC=C6)Cl (bis(triphenyl-phosphine)palladium(II) chloride). The solvent is C1(=CC=CC=C1)C (toluene), O (water), C(C)(=O)OCC (ethyl acetate). Yields the product C1(CC1)N1C=C(C(C2=CC=C(C(=C12)OC(F)F)C=1C=C2CN(C(C2=CC1)C)C(C1=CC=CC=C1)(C1=CC=CC=C1)C1=CC=CC=C1)=O)C(=O)OCC (ethyl (+)-1-cyclopropyl-8-difluoromethoxy-7-(1-methyl-2-trityliso-indolin-5-yl)-1,4-dihydro-4-oxoquinoline-3-carboxylate). Yield: 59.4%. Reaction SMILES: Br[C:2]1[C:11]([O:12][CH:13]([F:15])[F:14])=[C:10]2[C:5]([C:6](=[O:24])[C:7]([C:19]([O:21][CH2:22][CH3:23])=[O:20])=[CH:8][N:9]2[CH:16]2[CH2:18][CH2:17]2)=[CH:4][CH:3]=1.C(O)C.C(=O)([O-])[O-].[Na+].[Na+].[CH3:34][CH:35]1[C:43]2[C:38](=[CH:39][C:40](B(O)O)=[CH:41][CH:42]=2)[CH2:37][N:36]1[C:47]([C:60]1[CH:65]=[CH:64][CH:63]=[CH:62][CH:61]=1)([C:54]1[CH:59]=[CH:58][CH:57]=[CH:56][CH:55]=1)[C:48]1[CH:53]=[CH:52][CH:51]=[CH:50][CH:49]=1>C1(C)C=CC=CC=1.Cl[Pd](Cl)([P](C1C=CC=CC=1)(C1C=CC=CC=1)C1C=CC=CC=1)[P](C1C=CC=CC=1)(C1C=CC=CC=1)C1C=CC=CC=1.O.C(OCC)(=O)C>[CH:16]1([N:9]2[C:10]3[C:5](=[CH:4][CH:3]=[C:2]([C:40]4[CH:39]=[C:38]5[C:43](=[CH:42][CH:41]=4)[CH:35]([CH3:34])[N:36]([C:47]([C:60]4[CH:65]=[CH:64][CH:63]=[CH:62][CH:61]=4)([C:54]4[CH:55]=[CH:56][CH:57]=[CH:58][CH:59]=4)[C:48]4[CH:53]=[CH:52][CH:51]=[CH:50][CH:49]=4)[CH2:37]5)[C:11]=3[O:12][CH:13]([F:15])[F:14])[C:6](=[O:24])[C:7]([C:19]([O:21][CH2:22][CH3:23])=[O:20])=[CH:8]2)[CH2:18][CH2:17]1 |f:2.3.4,^1:75,94|. Procedure details: In 7 ml of toluene was suspended 0.70 g of ethyl 7-bromo-1-cyclopropyl-8-difluoromethoxy-1,4-dihydro-4-oxoquinoline-3-carboxylate, followed by adding thereto 3 ml of ethanol, 1.74 ml of a 2 M aqueous sodium carbonate solution, 0.80 g of (+)-1-methyl-2-trityliso-indoline-5-boronic acid and 0.05 g of bis(triphenyl-phosphine)palladium(II) chloride, and the resulting mixture was heated under reflux for 2 hours under a nitrogen atmosphere. The reaction mixture was added to a mixed solvent of 10 ml of... Reactants: BrCC1=CC=C(C=C1)B1OC(C(O1)(C)C)(C)C (2-(4-Bromomethyl-phenyl)-4,4,5,5-tetramethyl-[1,3,2]dioxaborolane), CCN(C(C)C)C(C)C (DIPEA), N1CCS(CC1)(=O)=O (thiomorpholine 1,1-dioxide). Solvent: C(Cl)Cl.CO (DCM MeOH). Reaction conditions: time 16 hour. Product: CC1(OB(OC1(C)C)C1=CC=C(CN2CCS(CC2)(=O)=O)C=C1)C (4-[4-(4,4,5,5-Tetramethyl-[1,3,2]dioxaborolan-2-yl)-benzyl]-thiomorpholine-1,1-dioxide). As a reaction SMILES: Br[CH2:2][C:3]1[CH:8]=[CH:7][C:6]([B:9]2[O:13][C:12]([CH3:15])([CH3:14])[C:11]([CH3:17])([CH3:16])[O:10]2)=[CH:5][CH:4]=1.CCN(C(C)C)C(C)C.[NH:27]1[CH2:32][CH2:31][S:30](=[O:34])(=[O:33])[CH2:29][CH2:28]1>C(Cl)Cl.CO>[CH3:16][C:11]1([CH3:17])[C:12]([CH3:15])([CH3:14])[O:13][B:9]([C:6]2[CH:7]=[CH:8][C:3]([CH2:2][N:27]3[CH2:32][CH2:31][S:30](=[O:34])(=[O:33])[CH2:29][CH2:28]3)=[CH:4][CH:5]=2)[O:10]1 |f:3.4|. Reported procedure: 2-(4-Bromomethyl-phenyl)-4,4,5,5-tetramethyl-[1,3,2]dioxaborolane (1 eq) and DIPEA (2 eq) were dissolved in DCM/MeOH (5:1 v:v) under N2 and thiomorpholine 1,1-dioxide (2 eq) was added portion wise. The resulting solution was stirred at room temperature for 16 h. After this time, the reaction was complete. The solvent was evaporated. The compound was extracted with EtOAc and water, washed with brine and dried over anhydrous MgSO4. Organic layers were filtered and evaporated. The final compound wa... Reactants: CC1(NC2=NC3=C(N2C(N1C)=O)C=CC=C3)C (1,2-dihydro-2,2,3-trimethyl-1,3,5-triazino[1,2-a]benzimidazol-4(3H)-one), C1(CCCCC1)N=C=O (cyclohexyl isocyanate). The product is C1(CCCCC1)NC(=O)N1C=2N(C3=C1C=CC=C3)C(N(C(N2)(C)C)C)=O (N-Cyclohexyl-4-oxo-2,3,4,10-tetrahydro-2,2,3-trimethyl-1,3,5-triazino[1,2-a]benzimidazole-10-carboxamide). As a reaction SMILES: [CH3:1][C:2]1([CH3:17])[N:10]([CH3:11])[C:9](=[O:12])[N:8]2[C:4](=[N:5][C:6]3[CH:16]=[CH:15][CH:14]=[CH:13][C:7]=32)[NH:3]1.[CH:18]1([N:24]=[C:25]=[O:26])[CH2:23][CH2:22][CH2:21][CH2:20][CH2:19]1>>[CH:18]1([NH:24][C:25]([N:5]2[C:6]3[CH:16]=[CH:15][CH:14]=[CH:13][C:7]=3[N:8]3[C:9](=[O:12])[N:10]([CH3:11])[C:2]([CH3:17])([CH3:1])[N:3]=[C:4]23)=[O:26])[CH2:23][CH2:22][CH2:21][CH2:20][CH2:19]1. Procedure details: The subject compound was prepared from 1,2-dihydro-2,2,3-trimethyl-1,3,5-triazino[1,2-a]benzimidazol-4(3H)-one and cyclohexyl isocyanate according to the method of Example 10. The confirmatory elemental analysis for the product, mp 114°-116° C., is shown in Table III. Reactants: FC1(C(N(CC1=C)C(=O)OC(C)(C)C)(O)C=1C(=NC=CC1)F)F (tert-butyl 3,3-difluoro-2-(2-fluoropyridin-3-yl)-2-hydroxy-4-methylenepyrrolidine-1-carboxylate), Cl (hydrochloric acid). The solvent is C(C)(=O)O (acetic acid). Reaction conditions: time 1 hour. Yields the product FC1(C(CN=C1C=1C(=NC=CC1)F)=C)F (3-(4,4-difluoro-3-methylene-3,4-dihydro-2H-pyrrol-5-yl)-2-fluoropyridine). Isolated yield 90.3%. RXN SMILES: [F:1][C:2]1([F:23])[C:6](=[CH2:7])[CH2:5][N:4](C(OC(C)(C)C)=O)[C:3]1([C:16]1[C:17]([F:22])=[N:18][CH:19]=[CH:20][CH:21]=1)O.Cl>C(O)(=O)C>[F:23][C:2]1([F:1])[C:3]([C:16]2[C:17]([F:22])=[N:18][CH:19]=[CH:20][CH:21]=2)=[N:4][CH2:5][C:6]1=[CH2:7]. Reported procedure: To a solution of tert-butyl 3,3-difluoro-2-(2-fluoropyridin-3-yl)-2-hydroxy-4-methylenepyrrolidine-1-carboxylate (20.0 g) in acetic acid (70 mL) was added dropwise concentrated hydrochloric acid (20 mL). The obtained mixture was stirred at room temperature for 1 hr, and concentrated under reduced pressure. Saturated aqueous sodium hydrogen carbonate solution was added to the residue, and the mixture was extracted with ethyl acetate. The extract was washed successively with saturated aqueous sodi... Reactants: NC1=CC(=C(C=C1Cl)CC(=O)OCC)Cl (ethyl (4-amino-2,5-dichlorophenyl)acetate), C(C)O (ethanol), [OH-].[Na+] (NaOH). The solvent is O (water). Conditions: time 1 hour. Yields the product NC1=CC(=C(C=C1Cl)CC(=O)O)Cl ((4-amino-2,5-dichlorophenyl)acetic acid). Yield: 95.4%. Reaction SMILES: [NH2:1][C:2]1[C:7]([Cl:8])=[CH:6][C:5]([CH2:9][C:10]([O:12]CC)=[O:11])=[C:4]([Cl:15])[CH:3]=1.C(O)C.[OH-].[Na+]>O>[NH2:1][C:2]1[C:7]([Cl:8])=[CH:6][C:5]([CH2:9][C:10]([OH:12])=[O:11])=[C:4]([Cl:15])[CH:3]=1 |f:2.3|. Reported procedure: To the ethyl (4-amino-2,5-dichlorophenyl)acetate (14) (4.36 g, 17.57 mmol) were added ethanol (30 ml) and 1N NaOH (35 ml), and the mixture was stirred at room temperature for 1 hour. After adding water (30 ml) to the reaction mixture, the reaction mixture was concentrated to about half the volume under reduced pressure. To this concentrate, 1N HCl (36 ml) was added under cooling, and the precipitated crystals were collected by filtration under reduced pressure. After washing the crystals with wa...